This data is from the Open Reaction Database (ORD), a public repository of structured organic reaction records. The task is: describe an organic reaction: reactants, conditions, products, and yield Starting materials: FC1=CC=C(C2=CC=CC=C12)[C@@H](C)NC1C[C@@H](CC1)C1=CC=C(OCC(=O)OC)C=C1 (methyl {4-[(1R)-3-{[(1R)-1-(4-fluoronaphthalen-1-yl)ethyl]amino}cyclopentyl]phenoxy}acetate), [OH-].[K+] (potassium hydroxide), Cl (hydrochloric acid). Solvent: CO (methanol), O (water). The product is FC1=CC=C(C2=CC=CC=C12)[C@@H](C)NC1C[C@@H](CC1)C1=CC=C(OCC(=O)O)C=C1 ({4-[(1R)-3-{[(1R)-1-(4-Fluoronaphthalen-1-yl)ethyl]amino}cyclopentyl]phenoxy}acetic acid). RXN SMILES: [F:1][C:2]1[C:11]2[C:6](=[CH:7][CH:8]=[CH:9][CH:10]=2)[C:5]([C@H:12]([NH:14][CH:15]2[CH2:19][CH2:18][C@@H:17]([C:20]3[CH:31]=[CH:30][C:23]([O:24][CH2:25][C:26]([O:28]C)=[O:27])=[CH:22][CH:21]=3)[CH2:16]2)[CH3:13])=[CH:4][CH:3]=1.[OH-].[K+].Cl>CO.O>[F:1][C:2]1[C:11]2[C:6](=[CH:7][CH:8]=[CH:9][CH:10]=2)[C:5]([C@H:12]([NH:14][CH:15]2[CH2:19][CH2:18][C@@H:17]([C:20]3[CH:31]=[CH:30][C:23]([O:24][CH2:25][C:26]([OH:28])=[O:27])=[CH:22][CH:21]=3)[CH2:16]2)[CH3:13])=[CH:4][CH:3]=1 |f:1.2|. Procedure details: A solution of methyl {4-[(1R)-3-{[(1R)-1-(4-fluoronaphthalen-1-yl)ethyl]amino}cyclopentyl]phenoxy}acetate (72 mg, 0.17 mmol) and potassium hydroxide (56 mg, 1.0 mmol) in methanol (2 mL) and water (0.5 mL) was heated under reflux for 2 hours. 2N hydrochloric acid was added to the reaction solution to make the pH 7, and the solution was purified by high performance liquid chromatography (water:acetonitrile) to give the title compound (a mixture of diastereomers) (36 mg, 52%).